Task: describe an organic reaction: reactants, conditions, products, and yield. Dataset: the Open Reaction Database (ORD), a public repository of structured organic reaction records Starting materials: C1CCOC1, Nc1cccc(-c2nn3ccccc3c2-c2ccnc(Nc3cccc(-c4cnco4)c3)n2)c1, N=C=N, On1nnc2ccccc21, O=C(O)Cc1ccsc1. Product: O=C(Cc1ccsc1)Nc1cccc(-c2nn3ccccc3c2-c2ccnc(Nc3cccc(-c4cnco4)c3)n2)c1. As a reaction SMILES: [CH2:57]1[O:58][CH2:59][CH2:60][CH2:61]1.[NH2:1][c:2]1[cH:3][c:4](-[c:8]2[n:9][n:10]3[c:11]([cH:12][cH:13][cH:14][cH:15]3)[c:16]2-[c:17]2[n:18][c:19]([NH:23][c:24]3[cH:25][c:26](-[c:30]4[cH:31][n:32][cH:33][o:34]4)[cH:27][cH:28][cH:29]3)[n:20][cH:21][cH:22]2)[cH:5][cH:6][cH:7]1.[NH:45]=[C:46]=[NH:47].[OH:35][n:36]1[c:37]2[c:38]([cH:39][cH:40][cH:41][cH:42]2)[n:43][n:44]1.[s:48]1[cH:49][c:50]([CH2:53][C:54](=[O:55])[OH:56])[cH:51][cH:52]1>>[NH:1]([c:2]1[cH:3][c:4](-[c:8]2[n:9][n:10]3[c:11]([cH:12][cH:13][cH:14][cH:15]3)[c:16]2-[c:17]2[n:18][c:19]([NH:23][c:24]3[cH:25][c:26](-[c:30]4[cH:31][n:32][cH:33][o:34]4)[cH:27][cH:28][cH:29]3)[n:20][cH:21][cH:22]2)[cH:5][cH:6][cH:7]1)[C:54]([CH2:53][c:50]1[cH:49][s:48][cH:52][cH:51]1)=[O:55].